This data is from the Open Reaction Database (ORD), a public repository of structured organic reaction records. The task is: describe an organic reaction: reactants, conditions, products, and yield Reactants: BrC=1C=CC(=C(C#N)C1)N1C=NC(=C1)C (5-bromo-2-(4-methyl-1H-imidazol-1-yl)benzonitrile), C(C)OC(C=C)=O (acrylic acid ethyl ester), C1(=C(C=CC=C1)P(C1=C(C=CC=C1)C)C1=C(C=CC=C1)C)C (tri-ortho-tolylphosphine), TEA. The reagents and catalysts are C(C)(=O)[O-].[Pd+2].C(C)(=O)[O-] (palladium acetate). Run in CN(C)C=O (DMF). Run at temperature 80 celsius, time 8 hour. The product is C(#N)C=1C=C(C=CC1N1C=NC(=C1)C)/C=C/C(=O)O ((E)-3-[3-cyano-4-(4-methyl-1H-imidazol-1-yl)phenyl]acrylic acid). The yield is 73.6%. As a reaction SMILES: Br[C:2]1[CH:3]=[CH:4][C:5]([N:10]2[CH:14]=[C:13]([CH3:15])[N:12]=[CH:11]2)=[C:6]([CH:9]=1)[C:7]#[N:8].C([O:18][C:19](=[O:22])[CH:20]=[CH2:21])C.C1(C)C=CC=CC=1P(C1C=CC=CC=1C)C1C=CC=CC=1C>C([O-])(=O)C.[Pd+2].C([O-])(=O)C.CN(C=O)C>[C:7]([C:6]1[CH:9]=[C:2](/[CH:21]=[CH:20]/[C:19]([OH:22])=[O:18])[CH:3]=[CH:4][C:5]=1[N:10]1[CH:14]=[C:13]([CH3:15])[N:12]=[CH:11]1)#[N:8] |f:3.4.5|. Procedure details: To a DMF (10 mL) solution of 5-bromo-2-(4-methyl-1H-imidazol-1-yl)benzonitrile (700 mg) and acrylic acid ethyl ester (362 mg), palladium acetate (31 mg), tri-ortho-tolylphosphine (85 mg) and TEA (2 mL) were added, and the reaction solution was agitated at 80° C. under nitrogen atmosphere overnight. The reaction mixture was concentrated under reduced pressure, water and ethyl acetate were added to the residue, and the organic layer was partitioned. The organic layer was washed with a saturated sa... Starting materials: CC(C)(C)O, COC(=O)CNC(=O)OCc1ccccc1, CC(C)OC(C)C, [Zn]. Yields the product CC(C)(C)OC(=O)CNC(=O)OCc1ccccc1. RXN SMILES: [C:17]([CH3:18])([CH3:19])([CH3:20])[OH:21].[CH3:1][O:2][C:3]([CH2:4][NH:5][C:6](=[O:7])[O:8][CH2:9][c:10]1[cH:11][cH:12][cH:13][cH:14][cH:15]1)=[O:16].[CH:22]([O:23][CH:24]([CH3:25])[CH3:26])([CH3:27])[CH3:28].[Zn:29]>>[O:2]=[C:3]([CH2:4][NH:5][C:6](=[O:7])[O:8][CH2:9][c:10]1[cH:11][cH:12][cH:13][cH:14][cH:15]1)[O:21][C:17]([CH3:18])([CH3:19])[CH3:20]. Starting materials: C1(=CC=CC=C1)O (phenol), C1(=CC=CC=C1)C(O)(C1=CC=CC=C1)C1=CC=CC=C1 (triphenylcarbinol). Reaction conditions: temperature 100 celsius. The product is C1(=CC=CC=C1)C(C1=CC=C(C=C1)O)(C1=CC=CC=C1)C1=CC=CC=C1 (p-triphenylmethylphenol). Isolated yield 75.8%. RXN SMILES: [C:1]1([OH:7])[CH:6]=[CH:5][CH:4]=[CH:3][CH:2]=1.[C:8]1([C:14]([C:22]2[CH:27]=[CH:26][CH:25]=[CH:24][CH:23]=2)([C:16]2[CH:21]=[CH:20][CH:19]=[CH:18][CH:17]=2)O)[CH:13]=[CH:12][CH:11]=[CH:10][CH:9]=1>>[C:8]1([C:14]([C:16]2[CH:17]=[CH:18][CH:19]=[CH:20][CH:21]=2)([C:22]2[CH:23]=[CH:24][CH:25]=[CH:26][CH:27]=2)[C:4]2[CH:5]=[CH:6][C:1]([OH:7])=[CH:2][CH:3]=2)[CH:9]=[CH:10][CH:11]=[CH:12][CH:13]=1. Procedure details: 75.2 g (0.8 mol) of phenol and 52 g (0.2 mol) of triphenylcarbinol were boiled by heating on an oil bath and the resulting water was gradually removed together with excess phenol. When generation of water stopped, the reaction mixture was cooled to about 100° C. by allowing it to stand. Thereafter 2 g of zinc chloride was added and the mixture was heated to 130° to 140° C. whereupon white crystals rapidly precipitated. After heating for 30 minutes, the mixture was allowed to cool and 100 ml of m... Reactants: [Cl-].[NH4+] (ammonium chloride), Grignard reagent, BrC1=CC=C(OC(C)OCC)C=C1 (1-(4-bromophenoxy)-1-ethoxyethane), [Mg] (magnesium), CN(C)C(C1C(CCCC1)=O)C1=CC=CC=C1 (2-(dimethylaminophenylmethyl)cyclohexanone), Cl (hydrochloric acid). Solvent: CCOCC (ether), O1CCCC1 (tetrahydrofuran), O1CCCC1 (tetrahydrofuran), O1CCCC1 (tetrahydrofuran). Reaction conditions: temperature 55 celsius. The product is Cl.CN(C)C(C1C(CCCC1)(O)C1=CC=C(C=C1)O)C1=CC=CC=C1 (4-[2-(dimethylaminophenylmethyl)-1-hydroxycyclohexyl]phenol, hydrochloride). RXN SMILES: [Mg].Br[C:3]1[CH:14]=[CH:13][C:6]([O:7]C(OCC)C)=[CH:5][CH:4]=1.[CH3:15][N:16]([CH:18]([C:26]1[CH:31]=[CH:30][CH:29]=[CH:28][CH:27]=1)[CH:19]1[CH2:24][CH2:23][CH2:22][CH2:21][C:20]1=[O:25])[CH3:17].[Cl-:32].[NH4+].Cl>O1CCCC1.CCOCC>[ClH:32].[CH3:17][N:16]([CH:18]([C:26]1[CH:27]=[CH:28][CH:29]=[CH:30][CH:31]=1)[CH:19]1[CH2:24][CH2:23][CH2:22][CH2:21][C:20]1([C:3]1[CH:4]=[CH:5][C:6]([OH:7])=[CH:13][CH:14]=1)[OH:25])[CH3:15] |f:3.4,8.9|. Procedure: 0.38 g (15.5 mmole) of magnesium turnings was stirred in 5 ml of tetrahydrofuran of analysis purity. 3.81 g (15.5 mmole) of 1-(4-bromophenoxy)-1-ethoxyethane dissolved in 5 ml of tetrahydrofuran were added dropwise so that the reaction mixture boiled gently. After completion of the addition the reaction mixture was stirred for a further hour at 55° C. 3.0 g (13.0 mmole) of the 2-(dimethylaminophenylmethyl)cyclohexanone prepared according to Example 1 were dissolved in 15 ml of tetrahydrofuran, a... The yield is 97.5%. Reactants: ClC=1C=C(C(O)=CC1[N+](=O)[O-])O (4-chloro-5-nitrocatechol), [H-].[Na+] (sodium hydride), Cl (hydrochloric acid), FC1=C(CBr)C(=CC=C1F)OC (2,3-difluoro-6-methoxy-benzyl bromide). Yields the product ClC=1C(=CC(=C(C1)O)OCC1=C(C(=CC=C1OC)F)F)[N+](=O)[O-] (5-Chloro-2-(2,3-difluoro-6-methoxybenzyloxy)-4-nitrophenol). Solvent: CN(C=O)C (N,N-dimethylformamide), CN(C=O)C (N,N-dimethylformamide), O (water), CN(C=O)C (N,N-dimethylformamide). Procedure details: To a solution of 4-chloro-5-nitrocatechol (10.4 g) in N,N-dimethylformamide (55 mL) was added sodium hydride (55%, 5.04 g) under ice-cooling, and the mixture was stirred at the same temperature for 10 minutes. To the reaction mixture was added N,N-dimethylformamide (11 mL), followed by adding a solution of 2,3-difluoro-6-methoxy-benzyl bromide (14.3 g) in N,N-dimethylformamide (22 mL) under ice-cooling, and the mixture was stirred at the same temperature for 10 minutes, and then stirred at room ... Conditions: time 10 minute. As a reaction SMILES: [Cl:1][C:2]1[CH:3]=[C:4]([OH:12])[C:5](=[CH:7][C:8]=1[N+:9]([O-:11])=[O:10])[OH:6].[H-].[Na+].[F:15][C:16]1[C:23]([F:24])=[CH:22][CH:21]=[C:20]([O:25][CH3:26])[C:17]=1[CH2:18]Br.Cl>CN(C)C=O.O>[Cl:1][C:2]1[C:8]([N+:9]([O-:11])=[O:10])=[CH:7][C:5]([O:6][CH2:18][C:17]2[C:20]([O:25][CH3:26])=[CH:21][CH:22]=[C:23]([F:24])[C:16]=2[F:15])=[C:4]([OH:12])[CH:3]=1 |f:1.2|. Starting materials: C(=C)C(C1=CC=CC=C1)Cl (vinylbenzyl chloride), COCCO (ethylene glycol monomethyl ether), Cl (hydrochloric acid), [Na+].CNCCS(=O)(=O)[O-] (N-methyltaurine sodium salt), COCCO (ethylene glycol monomethyl ether), [OH-].[Na+] (sodium hydroxide). Reagents/catalysts: N(=O)C1=CC=C(C=C1)O (p-nitrosophenol). Run in O (water). Conditions: temperature 70 celsius, time 1 hour. Yields the product CN(C(CS(=O)(=O)O)CC1=CC=CC=C1)C=C (N-methyl-N-vinylbenzyltaurine). Yield: 70.6%. As a reaction SMILES: [Na+].[CH3:2][NH:3][CH2:4][CH2:5][S:6]([O-:9])(=[O:8])=[O:7].C([CH:12](Cl)[C:13]1[CH:18]=[CH:17][CH:16]=[CH:15][CH:14]=1)=C.[OH-].[Na+].Cl.CO[CH2:25][CH2:26]O>N(C1C=CC(O)=CC=1)=O.O>[CH3:2][N:3]([CH:25]=[CH2:26])[CH:4]([CH2:12][C:13]1[CH:18]=[CH:17][CH:16]=[CH:15][CH:14]=1)[CH2:5][S:6]([OH:9])(=[O:8])=[O:7] |f:0.1,3.4|. Procedure: Into a 2 liter volume flask equipped with a stirrer, N-methyltaurine sodium salt (161 g), deionized water (400 g) and ethylene glycol monomethyl ether (300 g) were charged. The contents were maintained at 70° C. while stirring, and a mixture of vinylbenzyl chloride (153 g), ethylene glycol monomethyl ether (100 g) and p-nitrosophenol (0.15 g) was dropwise added thereto in 1 hour, during which sodium hydroxide (each 8 g) was added thereto 6 times with intervals of 10 minutes. Thereafter, stirring... The reactants are O=C([O-])[O-], C1COCCO1, O=[N+]([O-])c1cccnc1Cl, [K+], [K+], Nc1cccc(C=Cc2cccnc2)c1. Yields the product O=[N+]([O-])c1cccnc1Nc1cccc(C=Cc2cccnc2)c1. RXN SMILES: [C:26](=[O:27])([O-:28])[O-:29].[CH2:32]1[O:33][CH2:34][CH2:35][O:36][CH2:37]1.[Cl:1][c:2]1[n:3][cH:4][cH:5][cH:6][c:7]1[N+:8](=[O:9])[O-:10].[K+:30].[K+:31].[NH2:11][c:12]1[cH:13][c:14]([CH:18]=[CH:19][c:20]2[cH:21][n:22][cH:23][cH:24][cH:25]2)[cH:15][cH:16][cH:17]1>>[c:2]1([NH:11][c:12]2[cH:13][c:14]([CH:18]=[CH:19][c:20]3[cH:21][n:22][cH:23][cH:24][cH:25]3)[cH:15][cH:16][cH:17]2)[n:3][cH:4][cH:5][cH:6][c:7]1[N+:8](=[O:9])[O-:10].